From a dataset of the Open Reaction Database (ORD), a public repository of structured organic reaction records. describe an organic reaction: reactants, conditions, products, and yield RXN SMILES: [C:27](=[O:28])([OH:29])[O-:30].[CH2:12]([c:13]1[cH:14][cH:15][cH:16][cH:17][cH:18]1)[O:19][c:20]1[cH:21][cH:22][c:23]([CH3:26])[n:24][cH:25]1.[Cl:32][CH2:33][Cl:34].[Na+:31].[OH:1][O:2][C:3]([c:4]1[cH:5][c:6]([Cl:7])[cH:8][cH:9][cH:10]1)=[O:11]>>[O-:1][n+:24]1[c:23]([CH3:26])[cH:22][cH:21][c:20]([O:19][CH2:12][c:13]2[cH:14][cH:15][cH:16][cH:17][cH:18]2)[cH:25]1. Product: Cc1ccc(OCc2ccccc2)c[n+]1[O-]. The reactants are O=C([O-])O, Cc1ccc(OCc2ccccc2)cn1, ClCCl, [Na+], O=C(OO)c1cccc(Cl)c1. The product is C(C)OC1=CC(=C(C=C1)N1C(=C2C(=NN=C(C2=C1C)C)C)C)OC (6-(4-Ethoxy-2-methoxy-phenyl)-1,4,5,7-tetramethyl-6H-pyrrolo[3,4-d]pyridazine). Starting materials: C(C)(=O)C=1C(=C(N(C1C)C1=C(C=C(C=C1)OCC)OC)C)C(C)=O (1-[4-acetyl-1-(4-ethoxy-2-methoxy-phenyl)-2,5-dimethyl-1H-pyrrol-3-yl]-ethanone), NN (hydrazine). Procedure details: Utilizing the general procedure outlined in Example 48, 1-[4-acetyl-1-(4-ethoxy-2-methoxy-phenyl)-2,5-dimethyl-1H-pyrrol-3-yl]-ethanone (60 mg) and hydrazine (50 μL) reacted to give 6-(4-Ethoxy-2-methoxy-phenyl)-1,4,5,7-tetramethyl-6H-pyrrolo[3,4-d]pyridazine as light yellow solid: 1H NMR (CDCl3, 500 MHz) δ 7.06 (d, 1H), 6.66 (m, 2H), 4.05 (q, 2H), 3.86 (s, 3H), 2.84 (s, 6H), 2.41 (s, 6H), 1.25 (t, 3H); MS (ESI) 326 (M+H)+ Reaction SMILES: [C:1]([C:4]1[C:5]([C:22](=O)[CH3:23])=[C:6]([CH3:21])[N:7]([C:10]2[CH:15]=[CH:14][C:13]([O:16][CH2:17][CH3:18])=[CH:12][C:11]=2[O:19][CH3:20])[C:8]=1[CH3:9])(=O)[CH3:2].[NH2:25][NH2:26]>>[CH2:17]([O:16][C:13]1[CH:14]=[CH:15][C:10]([N:7]2[C:8]([CH3:9])=[C:4]3[C:5]([C:22]([CH3:23])=[N:25][N:26]=[C:1]3[CH3:2])=[C:6]2[CH3:21])=[C:11]([O:19][CH3:20])[CH:12]=1)[CH3:18]. Reactants: Brc1nccs1, CC(C)O, CCO, NCCc1c[nH]cn1, O=C(O)C(=O)O. Product: c1csc(NCCc2c[nH]cn2)n1. RXN SMILES: [Br:9][c:10]1[s:11][cH:12][cH:13][n:14]1.[CH3:21][CH:22]([OH:23])[CH3:24].[CH3:25][CH2:26][OH:27].[NH2:1][CH2:2][CH2:3][c:4]1[cH:5][nH:6][cH:7][n:8]1.[OH:15][C:16]([C:17](=[O:18])[OH:19])=[O:20]>>[NH:1]([CH2:2][CH2:3][c:4]1[cH:5][nH:6][cH:7][n:8]1)[c:10]1[s:11][cH:12][cH:13][n:14]1. Reactants: COCOC=1C=C2C=C(C(NC2=CC1)=O)C=1N=NN(N1)CC1=CC(=CC=C1)OCC1=NC2=CC=CC=C2C=C1 (6-methoxymethoxy-3-{2-[3-(2-quinolylmethoxy)-benzyl]tetrazolyl}quinolin-2-one), O (Water), Cl (hydrochloric acid), resultant mixture, C(O)([O-])=O.[Na+] (sodium hydrogencarbonate). Solvent: C(Cl)(Cl)Cl.CO (chloroform methanol), C(C)(=O)OCC (ethyl acetate). Reaction conditions: time 17 hour. Product: OC=1C=C2C=C(C(NC2=CC1)=O)C=1N=NN(N1)CC1=CC(=CC=C1)OCC1=NC2=CC=CC=C2C=C1 (6-hydroxy-3-{2-[3-(2-quinolylmethoxy)benzyl]tetrazolyl}quinolin-2-one), crystals. The yield is 87.1%. As a reaction SMILES: COC[O:4][C:5]1[CH:6]=[C:7]2[C:12](=[CH:13][CH:14]=1)[NH:11][C:10](=[O:15])[C:9]([C:16]1[N:17]=[N:18][N:19]([CH2:21][C:22]3[CH:27]=[CH:26][CH:25]=[C:24]([O:28][CH2:29][C:30]4[CH:39]=[CH:38][C:37]5[C:32](=[CH:33][CH:34]=[CH:35][CH:36]=5)[N:31]=4)[CH:23]=3)[N:20]=1)=[CH:8]2.Cl.O.C(=O)([O-])O.[Na+]>C(Cl)(Cl)Cl.CO.C(OCC)(=O)C>[OH:4][C:5]1[CH:6]=[C:7]2[C:12](=[CH:13][CH:14]=1)[NH:11][C:10](=[O:15])[C:9]([C:16]1[N:17]=[N:18][N:19]([CH2:21][C:22]3[CH:27]=[CH:26][CH:25]=[C:24]([O:28][CH2:29][C:30]4[CH:39]=[CH:38][C:37]5[C:32](=[CH:33][CH:34]=[CH:35][CH:36]=5)[N:31]=4)[CH:23]=3)[N:20]=1)=[CH:8]2 |f:3.4,5.6|. Procedure details: 6-methoxymethoxy-3-{2-[3-(2-quinolylmethoxy)-benzyl]tetrazolyl}quinolin-2-one (444 mg, 0.85 mmol) was dissolved in a mixture (100 ml) of chloroform-methanol (10:1). A solution (5 ml) of hydrochloric acid (4N) in ethyl acetate was added to the resultant mixture, and the mixture was stirred at room temperature for 17 hours. Water (400 ml) was added thereto, and a saturated aqueous solution of sodium hydrogencarbonate was added dropwise so as to neutralize the aqueous phase, followed by extraction ... Starting materials: C(C=CC)N1C(=C(C=2C1=C(N=NC2)Cl)C)C (1-(2-butenyl)-7-chloro-2,3-dimethylpyrrolo[2,3-d]pyridazine), FC1=CC=C(C=C1)CS (4-fluorophenylmethanethiol). Product: C(C=CC)N1C(=C(C=2C1=C(N=NC2)SCC2=CC=C(C=C2)F)C)C (1-(2-Butenyl)-7-(4-fluorobenylthio)-2,3-dimethylpyrrolo[2,3-d]pyridazine). Isolated yield 64.9%. As a reaction SMILES: [CH2:1]([N:5]1[C:9]2=[C:10](Cl)[N:11]=[N:12][CH:13]=[C:8]2[C:7]([CH3:15])=[C:6]1[CH3:16])[CH:2]=[CH:3][CH3:4].[F:17][C:18]1[CH:23]=[CH:22][C:21]([CH2:24][SH:25])=[CH:20][CH:19]=1>>[CH2:1]([N:5]1[C:9]2=[C:10]([S:25][CH2:24][C:21]3[CH:22]=[CH:23][C:18]([F:17])=[CH:19][CH:20]=3)[N:11]=[N:12][CH:13]=[C:8]2[C:7]([CH3:15])=[C:6]1[CH3:16])[CH:2]=[CH:3][CH3:4]. Procedure details: The title compound (cis/trans=20:80) was prepared as a pale yellow powder in 64.9% yield in a similar procedure to that described in Example 1 by using 1-(2-butenyl)-7-chloro-2,3-dimethylpyrrolo[2,3-d]pyridazine (cis/trans=23/77) and 4-fluorophenylmethanethiol. Reaction SMILES: C([O-])(=O)C.[C:5]([O:8][C@H:9]1[CH2:33][CH2:32][C@@:31]2([CH3:34])[C:11](=[CH:12][C@@H:13](Br)[C@@H:14]3[C@@H:30]2[CH2:29][CH2:28][C@@:27]2([CH3:35])[C@H:15]3[CH2:16][CH2:17][C@@H:18]2[C@H:19]([CH3:26])[CH2:20][CH2:21][CH2:22][CH:23]([CH3:25])[CH3:24])[CH2:10]1)(=[O:7])[CH3:6].[F-].C([N+](CCCC)(CCCC)CCCC)CCC.O>O1CCCC1>[CH3:26][C@@H:19]([C@@H:18]1[C@@:27]2([CH3:35])[CH2:28][CH2:29][C@@H:30]3[C@@:31]4([CH3:34])[CH2:32][CH2:33][C@H:9]([O:8][C:5]([CH3:6])=[O:7])[CH2:10][C:11]4=[CH:12][CH:13]=[C:14]3[C@@H:15]2[CH2:16][CH2:17]1)[CH2:20][CH2:21][CH2:22][CH:23]([CH3:24])[CH3:25] |f:2.3|. Solvent: petroleum ether, O1CCCC1 (tetrahydrofuran), O1CCCC1 (tetrahydrofuran). Product: C[C@H](CCCC(C)C)[C@H]1CC[C@@H]2[C@@]1(CC[C@H]3C2=CC=C4[C@@]3(CC[C@@H](C4)OC(=O)C)C)C (7-dehydrocholesterol acetate). Conditions: time 60 minute. The reactants are crystal, O (water), [F-].C(CCC)[N+](CCCC)(CCCC)CCCC (tetrabutyl ammonium fluoride), C(C)(=O)[O-] (acetate), C(C)(=O)O[C@@H]1CC2=C[C@H]([C@H]3[C@@H]4CC[C@H]([C@@H](CCCC(C)C)C)[C@]4(CC[C@@H]3[C@]2(CC1)C)C)Br (7α-bromocholesterol acetate), crystal, [F-].C(CCC)[N+](CCCC)(CCCC)CCCC (tetrabutyl ammonium fluoride), O (water). Procedure: 507.6 mg of the pure 7α-bromocholester acetate obtained sub (a) were dissolved in 5 ml of anhydrous tetrahydrofuran. To this solution was added at 25° C. a solution of 1.0 g of tetrabutyl ammonium fluoride which contained per mol 1 mol of crystal water, in 5 ml of anhydrous tetrahydrofuran, and then, after stirring at 20°-25° C. for 60 minutes, 10 ml of petroleum ether (40°-60° C.). The 1 mole crystal water-containing tetrabutyl ammonium fluoride was obtained by freeze-drying a 10% solution in w... Starting materials: N[C@@H](CC1=CC=C(C=C1)O)C(=O)O (tyrosine), S(O)(O)(=O)=O (sulfuric acid), C(CCC)O (butanol). The solvent is C1(=CC=CC=C1)C (toluene), O (water), O (water). Yields the product C(CCC)(=O)OC1=CC=C(C[C@H](N)C(=O)O)C=C1 (Tyrosine butanoate). RXN SMILES: [NH2:1][C@H:2]([C:11]([OH:13])=[O:12])[CH2:3][C:4]1[CH:9]=[CH:8][C:7]([OH:10])=[CH:6][CH:5]=1.S(=O)(=O)(O)O.[CH2:19]([OH:23])[CH2:20][CH2:21][CH3:22]>O.C1(C)C=CC=CC=1>[C:19]([O:10][C:7]1[CH:6]=[CH:5][C:4]([CH2:3][C@@H:2]([C:11]([OH:13])=[O:12])[NH2:1])=[CH:9][CH:8]=1)(=[O:23])[CH2:20][CH2:21][CH3:22]. Procedure details: 18.19 g of tyrosine was suspended in a solution of 9.8 g of concentrated sulfuric acid, 40 mL water, 40 mL of butanol, and 200 mL of toluene in a 500 mL round bottom flask equipped with a condenser and a Dean-Stark apparatus. The resulting solution was heated at reflux temperature until no more water could be distilled. The resulting solution was cooled in an ice bath, which caused the solution to separate into two phases. The upper phase was discarded and the lower phase, an oily syrup, was ret...